Dataset: the Open Reaction Database (ORD), a public repository of structured organic reaction records. Task: describe an organic reaction: reactants, conditions, products, and yield Reactants: C1CCOC1, CO, Cl, COC(=O)c1ccc(-c2cc(OC)ncc2F)c(C(=O)OC)c1, [K+], [OH-]. Yields the product COC(=O)c1cc(C(=O)O)ccc1-c1cc(OC)ncc1F. Reaction SMILES: [CH2:27]1[O:28][CH2:29][CH2:30][CH2:31]1.[CH3:32][OH:33].[ClH:26].[F:1][c:2]1[c:3](-[c:10]2[c:11]([C:20](=[O:21])[O:22][CH3:23])[cH:12][c:13]([C:16](=[O:17])[O:18][CH3:19])[cH:14][cH:15]2)[cH:4][c:5]([O:8][CH3:9])[n:6][cH:7]1.[K+:25].[OH-:24]>>[F:1][c:2]1[c:3](-[c:10]2[c:11]([C:20](=[O:21])[O:22][CH3:23])[cH:12][c:13]([C:16](=[O:17])[OH:18])[cH:14][cH:15]2)[cH:4][c:5]([O:8][CH3:9])[n:6][cH:7]1. The product is CC1=C(C=CC(=C1)C1CCNCC1)NC1=NC=C(C(=N1)CCC1=C(C=CC=C1)CC(=O)OC)C(F)(F)F (Methyl 2-(2-(2-(2-((2-methyl-4-(piperidin-4-yl)phenyl)amino)-5-(trifluoromethyl)pyrimidin-4-yl)ethyl)phenyl)acetate). Procedure: A solution of methyl 2-(2-(2-(2-(methylsulfonyl)-5-(trifluoromethyl)pyrimidin-4-yl)ethyl)phenyl)acetate (I15) (450 mg, 1.11 mmol), tert-butyl 4-(4-amino-3-methylphenyl)piperidine-1-carboxylate (I53) (390 mg, 1.34 mmol) and TFA (0.25 mL) in 2,2,2-TFE (3 mL) was heated at 120° C. under microwave irradiation for 30 minutes. The resulting mixture was adsorbed onto silica gel and chromatographed (0-50% MeOH/DCM) to give the titie compound (I54) (478 mg, 83%) as a viscous liquid; 1H NMR (400 MHz, CDCl... Starting materials: CS(=O)(=O)C1=NC=C(C(=N1)CCC1=C(C=CC=C1)CC(=O)OC)C(F)(F)F (methyl 2-(2-(2-(2-(methylsulfonyl)-5-(trifluoromethyl)pyrimidin-4-yl)ethyl)phenyl)acetate), NC1=C(C=C(C=C1)C1CCN(CC1)C(=O)OC(C)(C)C)C (tert-butyl 4-(4-amino-3-methylphenyl)piperidine-1-carboxylate), C(=O)(C(F)(F)F)O (TFA). Reaction SMILES: CS([C:5]1[N:10]=[C:9]([CH2:11][CH2:12][C:13]2[CH:18]=[CH:17][CH:16]=[CH:15][C:14]=2[CH2:19][C:20]([O:22][CH3:23])=[O:21])[C:8]([C:24]([F:27])([F:26])[F:25])=[CH:7][N:6]=1)(=O)=O.[NH2:28][C:29]1[CH:34]=[CH:33][C:32]([CH:35]2[CH2:40][CH2:39][N:38](C(OC(C)(C)C)=O)[CH2:37][CH2:36]2)=[CH:31][C:30]=1[CH3:48].C(O)(C(F)(F)F)=O>>[CH3:48][C:30]1[CH:31]=[C:32]([CH:35]2[CH2:36][CH2:37][NH:38][CH2:39][CH2:40]2)[CH:33]=[CH:34][C:29]=1[NH:28][C:5]1[N:10]=[C:9]([CH2:11][CH2:12][C:13]2[CH:18]=[CH:17][CH:16]=[CH:15][C:14]=2[CH2:19][C:20]([O:22][CH3:23])=[O:21])[C:8]([C:24]([F:27])([F:26])[F:25])=[CH:7][N:6]=1. Solvent: 2,2,2-TFE. Reactants: C1=CCCC=CCC1 (1,5-cyclooctadiene), Ir[P(RArF)3], CC(=C(C)C)C ((CH3)2C═C(CH3)2). Conditions: time 6 hour. The product is CC(=C(C)C)C ((CH3)2C═C(CH3)2), C(C)(C)C(C)C ((CH3)2CHCH(CH3)2). RXN SMILES: C1CCC=CCCC=1.[CH3:9][C:10]([CH3:14])=[C:11]([CH3:13])[CH3:12]>>[CH3:9][C:10]([CH3:14])=[C:11]([CH3:13])[CH3:12].[CH:10]([CH:11]([CH3:13])[CH3:12])([CH3:14])[CH3:9]. Reported procedure: 1,5-cyclooctadiene) Ir[P(RArF)3] (pyridine)+PF6− (2.0 mg) as prepared as in Example 26 (CH3)2C═C(CH3)2 (1.0 mL) is stirred under hydrogen (1 atmosphere) for 6 hours, resulting in the conversion of (CH3)2C═C(CH3)2 to the hydrogenation product, (CH3)2CHCH(CH3)2. The reaction solution is cooled from about 0° C. to about −78° C., resulting in the precipitation of most of the iridium catalyst. The catalyst is separated from the hydrogenation product by dicanting the liquid product from the catalyst. ... Reactants: FC1=C(OC=2C=C3C=NN(C3=CC2C=2C=NN(C2)C(=O)OC(C)(C)C)C)C=CC(=C1)[N+](=O)[O-] (tert-butyl 4-(5-(2-fluoro-4-nitrophenoxy)-1-methyl-1H-indazol-6-yl)-1H-pyrazole-1-carboxylate). The reagents and catalysts are [Pd] (Pd/C), [Pd] (Pd/C). Run in C1CCOC1 (THF). Conditions: temperature 35 celsius, time 8 hour. The product is NC1=CC(=C(OC=2C=C3C=NN(C3=CC2C=2C=NN(C2)C(=O)OC(C)(C)C)C)C=C1)F (tert-Butyl 4-(5-(4-amino-2-fluorophenoxy)-1-methyl-1H-indazol-6-yl)-1H-pyrazole-1-carboxylate). Reaction SMILES: [F:1][C:2]1[CH:30]=[C:29]([N+:31]([O-])=O)[CH:28]=[CH:27][C:3]=1[O:4][C:5]1[CH:6]=[C:7]2[C:11](=[CH:12][C:13]=1[C:14]1[CH:15]=[N:16][N:17]([C:19]([O:21][C:22]([CH3:25])([CH3:24])[CH3:23])=[O:20])[CH:18]=1)[N:10]([CH3:26])[N:9]=[CH:8]2>[Pd].C1COCC1>[NH2:31][C:29]1[CH:28]=[CH:27][C:3]([O:4][C:5]2[CH:6]=[C:7]3[C:11](=[CH:12][C:13]=2[C:14]2[CH:15]=[N:16][N:17]([C:19]([O:21][C:22]([CH3:24])([CH3:25])[CH3:23])=[O:20])[CH:18]=2)[N:10]([CH3:26])[N:9]=[CH:8]3)=[C:2]([F:1])[CH:30]=1. Procedure details: To a 3 gallon tank is added tert-butyl 4-(5-(2-fluoro-4-nitrophenoxy)-1-methyl-1H-indazol-6-yl)-1H-pyrazole-1-carboxylate (433.0 g, 952.8 mmol) followed by THF (6.5 L) and Pd/C (21.65 g, 10% Pd/C and 21.65 g, 5% Pd/C). The mixture is heated to 35° C. under hydrogen gas for 2 hours. The reaction is then cooled to RT and allowed to stir under hydrogen gas overnight, then is heated to 40° C. under hydrogen gas for seven hours. An additional 2 g Pd/C (1 g, 10% Pd/C and 1 g, 5% Pd/C) is added and sti... Starting materials: OC=1[C@H](OC(C1O)=O)[C@H](CO)O (vitamin C), OO (hydrogen peroxide). Product: O=C([C@H](O)[C@@H](O)CO)O (L-threonic acid). As a reaction SMILES: [OH:1][C:2]1[C@@H:3]([C@@H:9]([OH:12])[CH2:10][OH:11])[O:4]C(=O)C=1O.[OH:13]O>>[O:1]=[C:2]([OH:13])[C@@H:3]([C@H:9]([CH2:10][OH:11])[OH:12])[OH:4]. Reported procedure: Under pH 6-10, preferably at pH 7-9, vitamin C was oxidized by oxidant, for example, by hydrogen peroxide solution to get a solution of L-threonic acid, The reactants are CN1C([C@H](CC=CC1)NC(OC(C)(C)C)=O)=O (1,1-dimethylethyl [(3S)-1-methyl-2-oxo-2,3,4,7-tetrahydro-1H-azepin-3-yl]carbamate), Cl (HCl). Solvent: C(Cl)Cl (DCM). Reaction conditions: time 12 hour. Yields the product N[C@@H]1C(N(CC=CC1)C)=O ((3S)-3-amino-1-methyl-1,3,4,7-tetrahydro-2H-azepin-2-one). As a reaction SMILES: [CH3:1][N:2]1[CH2:8][CH:7]=[CH:6][CH2:5][C@H:4]([NH:9]C(=O)OC(C)(C)C)[C:3]1=[O:17].Cl>C(Cl)Cl>[NH2:9][C@H:4]1[CH2:5][CH:6]=[CH:7][CH2:8][N:2]([CH3:1])[C:3]1=[O:17]. Procedure: To a solution of 1,1-dimethylethyl [(3S)-1-methyl-2-oxo-2,3,4,7-tetrahydro-1H-azepin-3-yl]carbamate (0.6 g, 2.5 mmol) in DCM (4 mL) was added HCl (6.2 mL, 25 mmol, 4M in dioxane) and the resulting mixture was stirred for 12 hours. Removal of the solvents under reduced pressure yielded (3S)-3-amino-1-methyl-1,3,4,7-tetrahydro-2H-azepin-2-one.HCl (500 mg, quantitative). LCMS: (M+H)+: not detected. Starting materials: CN1CCC(CC1)CC=1C=C(C=CC1)C1=CC(=CC=C1)CN (1-{3′-[(1-methyl-4-piperidinyl)methyl]-3-biphenylyl}methanamine), TEA, ClS(=O)(=O)C=1C=C(C(=O)O)C=CC1 (3-(chlorosulfonyl)benzoic acid). The solvent is C(Cl)Cl (DCM). The product is CN1CCC(CC1)CC=1C=C(C=CC1)C1=CC(=CC=C1)CNS(=O)(=O)C=1C=C(C(=O)O)C=CC1 (3-{[({3′-[(1-Methyl-4-piperidinyl)methyl]-3-biphenylyl}methyl)amino]sulfonyl}benzoic Acid). Yield: 89.9%. Reaction SMILES: [CH3:1][N:2]1[CH2:7][CH2:6][CH:5]([CH2:8][C:9]2[CH:10]=[C:11]([C:15]3[CH:20]=[CH:19][CH:18]=[C:17]([CH2:21][NH2:22])[CH:16]=3)[CH:12]=[CH:13][CH:14]=2)[CH2:4][CH2:3]1.Cl[S:24]([C:27]1[CH:28]=[C:29]([CH:33]=[CH:34][CH:35]=1)[C:30]([OH:32])=[O:31])(=[O:26])=[O:25]>C(Cl)Cl>[CH3:1][N:2]1[CH2:7][CH2:6][CH:5]([CH2:8][C:9]2[CH:10]=[C:11]([C:15]3[CH:20]=[CH:19][CH:18]=[C:17]([CH2:21][NH:22][S:24]([C:27]4[CH:28]=[C:29]([CH:33]=[CH:34][CH:35]=4)[C:30]([OH:32])=[O:31])(=[O:26])=[O:25])[CH:16]=3)[CH:12]=[CH:13][CH:14]=2)[CH2:4][CH2:3]1. Procedure: To a solution of 1-{3′-[(1-methyl-4-piperidinyl)methyl]-3-biphenylyl}methanamine (0.0589 g, 0.2 mmol) in DCM (2 mL) was added TEA (0.0606 mL, 0.4 mmol) and then 3-(chlorosulfonyl)benzoic acid (0.0441 g, 0.2 mmol) whereupon the reaction was stirred at room temperature for 17 h. The reaction mixture was concentrated on a Glas-Col evaporator, purified using a Gilson HPLC (with 0.1% TFA), and concentrated to afford 0.0861 g (57%) of the title compound. LC-MS m/z 479 (M+H)+. The reactants are C(C=C)(=O)OC(C)(C)C (tert-butyl acrylate), BrC1=CC(=C(C=C1)C1=C(C=C2C(CC(N(C2=C1)CC)=O)(C)C)C)OC(F)(F)F (7-(4-Bromo-2-trifluoromethoxy-phenyl)-1-ethyl-4,4,6-trimethyl-3,4-dihydro-1H-quinolin-2-one), O (water), C1(CCCCC1)N(C)C1CCCCC1 (dicyclohexyl methyl amine). Reagents/catalysts: CC(C)([P](C(C)(C)C)([Pd][P](C(C)(C)C)(C(C)(C)C)C(C)(C)C)C(C)(C)C)C (Pd[P(tBu)3]2). The solvent is O1CCOCC1 (dioxane). Reaction conditions: temperature 80 celsius. Yields the product C(C)(C)(C)OC(C=CC1=CC(=C(C=C1)C1=C(C=C2C(CC(N(C2=C1)CC)=O)(C)C)C)OC(F)(F)F)=O (3-[4-(1-Ethyl-4,4,6-trimethyl-2-oxo-1,2,3,4-tetrahydro-quinolin-7-yl)-3-trifluoromethoxy-phenyl]-acrylic acid tert-butyl ester). RXN SMILES: [C:1]([O:5][C:6]([CH3:9])([CH3:8])[CH3:7])(=[O:4])[CH:2]=[CH2:3].Br[C:11]1[CH:16]=[CH:15][C:14]([C:17]2[CH:26]=[C:25]3[C:20]([C:21]([CH3:31])([CH3:30])[CH2:22][C:23](=[O:29])[N:24]3[CH2:27][CH3:28])=[CH:19][C:18]=2[CH3:32])=[C:13]([O:33][C:34]([F:37])([F:36])[F:35])[CH:12]=1.C1(N(C2CCCCC2)C)CCCCC1.O>O1CCOCC1.CC(C)([P](C(C)(C)C)([Pd][P](C(C)(C)C)(C(C)(C)C)C(C)(C)C)C(C)(C)C)C>[C:6]([O:5][C:1](=[O:4])[CH:2]=[CH:3][C:11]1[CH:16]=[CH:15][C:14]([C:17]2[CH:26]=[C:25]3[C:20]([C:21]([CH3:31])([CH3:30])[CH2:22][C:23](=[O:29])[N:24]3[CH2:27][CH3:28])=[CH:19][C:18]=2[CH3:32])=[C:13]([O:33][C:34]([F:35])([F:36])[F:37])[CH:12]=1)([CH3:9])([CH3:8])[CH3:7] |^1:61,67|. Procedure: A sealed tube was charged with Pd[P(tBu)3]2 (4 mg, 0.0075 mmol), tert-butyl acrylate (0.03 mL, 0.18 mmol) and Compound 5B (68 mg, 0.15 mmol) in 1 mL of dry dioxane. To this was added dicyclohexyl methyl amine (0.04 mL, 0.18 mmol) and the tube was sealed and heated to 80° C. overnight. After the reaction was cooled, 3 mL of water was added and the solution was passed through a 5 mL solid phase extraction (SPE) column. The SPE was washed with dichloromethane and the collected eluant was stripped o...